From a dataset of the Open Reaction Database (ORD), a public repository of structured organic reaction records. describe an organic reaction: reactants, conditions, products, and yield Procedure: To a solution of tert-butyl [(4-fluoro-5-(2-fluoropyridin-3-yl)-1-{[5-(hydroxymethyl)-2-furyl]sulfonyl}-1H-pyrrol-3-yl)methyl]methylcarbamate (223 mg) in ethyl acetate (2 mL) and 2-propanol (1 mL) was added 4 mol/L hydrogen chloride-ethyl acetate solution (3 mL), and the mixture was stirred at room temperature for 1 hr. The solvent was concentrated under reduced pressure, the residue was diluted with ethyl acetate, and washed with saturated aqueous sodium hydrogen carbonate solution. The separat... Run in C(C)(=O)OCC (ethyl acetate), CC(C)O (2-propanol). Product: FC1=C(N(C=C1CNC)S(=O)(=O)C1=CC=C(O1)CO)C=1C(=NC=CC1)F ([5-({3-fluoro-2-(2-fluoropyridin-3-yl)-4-[(methylamino)methyl]-1H-pyrrol-1-yl}sulfonyl)-2-furyl]methanol). Starting materials: FC=1C(=CN(C1C=1C(=NC=CC1)F)S(=O)(=O)C=1OC(=CC1)CO)CN(C(OC(C)(C)C)=O)C (tert-butyl [(4-fluoro-5-(2-fluoropyridin-3-yl)-1-{[5-(hydroxymethyl)-2-furyl]sulfonyl}-1H-pyrrol-3-yl)methyl]methylcarbamate), C(C)(=O)OCC.Cl (hydrogen chloride-ethyl acetate). Reaction conditions: time 1 hour. RXN SMILES: [F:1][C:2]1[C:3]([CH2:24][N:25](C)[C:26](=O)OC(C)(C)C)=[CH:4][N:5]([S:14]([C:17]2[O:18][C:19]([CH2:22][OH:23])=[CH:20][CH:21]=2)(=[O:16])=[O:15])[C:6]=1[C:7]1[C:8]([F:13])=[N:9][CH:10]=[CH:11][CH:12]=1.C(OCC)(=O)C.Cl>C(OCC)(=O)C.CC(O)C>[F:1][C:2]1[C:3]([CH2:24][NH:25][CH3:26])=[CH:4][N:5]([S:14]([C:17]2[O:18][C:19]([CH2:22][OH:23])=[CH:20][CH:21]=2)(=[O:16])=[O:15])[C:6]=1[C:7]1[C:8]([F:13])=[N:9][CH:10]=[CH:11][CH:12]=1 |f:1.2|. Starting materials: N#CC1CC(F)CN1C(=O)CNC12CCC(C(=O)O)(CC1)CC2, Cc1csc(N)n1. Yields the product Cc1csc(NC(=O)C23CCC(NCC(=O)N4CC(F)CC4C#N)(CC2)CC3)n1. RXN SMILES: [C:1](=[O:2])([OH:3])[C:4]12[CH2:5][CH2:6][C:7]([NH:12][CH2:13][C:14](=[O:15])[N:16]3[CH:17]([C:22]#[N:23])[CH2:18][CH:19]([F:21])[CH2:20]3)([CH2:8][CH2:9]1)[CH2:10][CH2:11]2.[NH2:24][c:25]1[s:26][cH:27][c:28]([CH3:30])[n:29]1>>[C:1](=[O:3])([C:4]12[CH2:5][CH2:6][C:7]([NH:12][CH2:13][C:14](=[O:15])[N:16]3[CH:17]([C:22]#[N:23])[CH2:18][CH:19]([F:21])[CH2:20]3)([CH2:8][CH2:9]1)[CH2:10][CH2:11]2)[NH:24][c:25]1[s:26][cH:27][c:28]([CH3:30])[n:29]1. Starting materials: Cc1nc(N)nc2c1CCO2, Cn1nnc2c(S(=O)(=O)N=C=O)cccc21, CC#N, C1CN2CCN1CC2, O. The product is Cc1nc(NC(=O)NS(=O)(=O)c2cccc3c2nnn3C)nc2c1CCO2. Reaction SMILES: [CH3:1][c:2]1[c:3]2[c:4]([n:5][c:6]([NH2:8])[n:7]1)[O:9][CH2:10][CH2:11]2.[CH3:20][n:21]1[n:22][n:23][c:24]2[c:25]1[cH:26][cH:27][cH:28][c:29]2[S:30](=[O:31])(=[O:32])[N:33]=[C:34]=[O:35].[CH3:36][C:37]#[N:38].[N:12]12[CH2:13][CH2:14][N:15]([CH2:16][CH2:17]1)[CH2:18][CH2:19]2.[OH2:39]>>[CH3:1][c:2]1[c:3]2[c:4]([n:5][c:6]([NH:8][C:34]([NH:33][S:30]([c:29]3[c:24]4[n:23][n:22][n:21]([CH3:20])[c:25]4[cH:26][cH:27][cH:28]3)(=[O:31])=[O:32])=[O:35])[n:7]1)[O:9][CH2:10][CH2:11]2. The reactants are C(=O)(Cl)Cl (phosgene), [OH-].[K+] (KOH), Cl.NCC(CC1=CC=CC=C1)O ((±)-1-Aminomethyl-2-phenylethanol hydrochloride). The solvent is C1(=CC=CC=C1)C (toluene), O (water), C1(=CC=CC=C1)C (toluene). Conditions: time 8 hour. The product is C(C1=CC=CC=C1)C1CNC(O1)=O ((±)-5-Benzyl-1,3-oxazolidin-2-one). Isolated yield 45.7%. As a reaction SMILES: [OH-].[K+].Cl.[NH2:4][CH2:5][CH:6]([OH:14])[CH2:7][C:8]1[CH:13]=[CH:12][CH:11]=[CH:10][CH:9]=1.[C:15](Cl)(Cl)=[O:16]>O.C1(C)C=CC=CC=1>[CH2:7]([CH:6]1[O:14][C:15](=[O:16])[NH:4][CH2:5]1)[C:8]1[CH:9]=[CH:10][CH:11]=[CH:12][CH:13]=1 |f:0.1,2.3|. Procedure details: A solution of KOH (9.4 g) in water (85 ml) was added to a stirred solution of the product from step (b) (5.1 g) in toluene (150 ml) at 0° C. A solution of phosgene (9.8 g) in toluene (78.4 ml =12.5% w/v) was added dropwise over 15 minutes and the mixture brought to room temperature, then stirred overnight. The aqueous-phase was separated and extracted with ethyl acetate. The combined extracts were evaporated in vacuo to give the desired product as a white solid (2.2 g), mp 106°-108° C. Elemental...